Dataset: the Open Reaction Database (ORD), a public repository of structured organic reaction records. Task: describe an organic reaction: reactants, conditions, products, and yield The reactants are ClC1=C(C=CC=C1S(=O)(=O)C)C1=CC=NC=C1 (4-[2-chloro-3-(methylsulfonyl)phenyl]-pyridine), ( 33 ), ( 74 ), ICC (1-iodoethane), [BH4-].[Na+] (sodium borohydride). Solvent: C(C)O (ethanol). The product is ClC1=C(C=CC=C1S(=O)(=O)C)C=1CCN(CC1)CC (4-[2-CHLORO-3-(METHYLSULFONYL)PHENYL]-1-ETHYL-1,2,3,6-TETRAHYDROPYRIDINE). RXN SMILES: [Cl:1][C:2]1[C:7]([S:8]([CH3:11])(=[O:10])=[O:9])=[CH:6][CH:5]=[CH:4][C:3]=1[C:12]1[CH:17]=[CH:16][N:15]=[CH:14][CH:13]=1.I[CH2:19][CH3:20].[BH4-].[Na+]>C(O)C>[Cl:1][C:2]1[C:7]([S:8]([CH3:11])(=[O:10])=[O:9])=[CH:6][CH:5]=[CH:4][C:3]=1[C:12]1[CH2:13][CH2:14][N:15]([CH2:19][CH3:20])[CH2:16][CH:17]=1 |f:2.3|. Reported procedure: Preparation according to preparation 6: 4-[2-chloro-3-(methylsulfonyl)phenyl]-pyridine (1.77 g, 6.6 mmol), 1-iodoethane (5 ml), ethanol (40 ml), sodium borohydride (2.2 g, 58 mmol). Yield: 0.6 g. MS m/z (rel. intensity, 70 eV) 300 (M+, 24), 299 (M+, 71), 298 (33), 284 (bp), 110 (74). Reactants: M(35Cl)-indole, C1=CC=CC2=NC=C3C=CC=CC3=C12 (phenanthridine), ClC1=C(C(=O)Cl)C=CC=N1 (2-chloronicotinoyl chloride), N1C=CC2=CC=CC=C12 (indole). The product is ClC1=NC=CC=C1C(=O)N1C=2C=CC=CC2C2=CC=CC=C2C1C1=CNC2=CC=CC=C12 ((2-Chloro-pyridin-3-yl)-[6-(1H-indol-3-yl)-6H-phenanthridin-5-yl]-methanone). RXN SMILES: [CH:1]1[C:14]2[C:5](=[N:6][CH:7]=[C:8]3[C:13]=2[CH:12]=[CH:11][CH:10]=[CH:9]3)[CH:4]=[CH:3][CH:2]=1.[Cl:15][C:16]1[N:24]=[CH:23][CH:22]=[CH:21][C:17]=1[C:18](Cl)=[O:19].[NH:25]1[C:33]2[C:28](=[CH:29][CH:30]=[CH:31][CH:32]=2)[CH:27]=[CH:26]1>>[Cl:15][C:16]1[C:17]([C:18]([N:6]2[CH:7]([C:27]3[C:28]4[C:33](=[CH:32][CH:31]=[CH:30][CH:29]=4)[NH:25][CH:26]=3)[C:8]3[C:13](=[CH:12][CH:11]=[CH:10][CH:9]=3)[C:14]3[CH:1]=[CH:2][CH:3]=[CH:4][C:5]2=3)=[O:19])=[CH:21][CH:22]=[CH:23][N:24]=1. Reported procedure: (2-Chloro-pyridin-3-yl)-[6-(1H-indol-3-yl)-6H-phenanthridin-5-yl]-methanone was prepared from phenanthridine, 2-chloronicotinoyl chloride, and indole according to GP 2. Yield, 55%. 1H-NMR (DMSO-d6): δ=6.18 (s, br., 1H), 6.37 (d, J=7.9 Hz, 1H), 6.79 (t, J≈7 Hz, 1H), 7.01-7.17 (m, 4H), 7.23-7.30 (m, 1H), 7.36-7.62 (m, 5H), 7.88 (s, br., 1H), 7.94 (d, J=7.7 Hz, 1H), 8.07 (d, J=7.1 Hz, 1H), 8.37 (d, J=4.6 Hz, J=1.3 Hz, 1H), 10.72 (s, 1H); (+)-ESI-MS: m/z=436 [M(35Cl)+H]+, 319 [M(35Cl)-indole+H]+. RXN SMILES: [Cl:1][C:2]1[N:6]=[C:5]([C:7]2[CH:12]=[CH:11][CH:10]=[CH:9][CH:8]=2)[N:4]([CH3:13])[C:3]=1[CH:14]=[O:15].CO[C:18]1C=C(C)C=C[C:19]=1C(=O)CC>>[Cl:1][C:2]1[N:6]=[C:5]([C:7]2[CH:12]=[CH:11][CH:10]=[CH:9][CH:8]=2)[N:4]([CH3:13])[C:3]=1[C:14](=[O:15])[CH2:18][CH3:19]. Reactants: ClC1=C(N(C(=N1)C1=CC=CC=C1)C)C=O (5-chloro-3-methyl-2-phenyl-3H-imidazole-4-carbaldehyde), COC1=C(C=CC(=C1)C)C(CC)=O (1-(2-methoxy-4-methyl-phenyl)-propan-1-one). Product: ClC1=C(N(C(=N1)C1=CC=CC=C1)C)C(CC)=O (1-(5-Chloro-3-methyl-2-phenyl-3H-imidazol-4-yl)-propan-1-one). Reported procedure: The title compound is prepared from 5-chloro-3-methyl-2-phenyl-3H-imidazole-4-carbaldehyde analogously to 1-(2-methoxy-4-methyl-phenyl)-propan-1-one (Intermediate N).